From a dataset of the Open Reaction Database (ORD), a public repository of structured organic reaction records. describe an organic reaction: reactants, conditions, products, and yield Reactants: C(C)(C)(C)OC(CN=C(C1=CC=CC=C1)C1=CC=CC=C1)=O (N-(diphenylmethylene)glycine t-butyl ester), [H-].[Na+] (sodium hydride), ICCCCN1C(N(C2=CC=CC=C2C1=O)C)=O (3-(4-iodobutyl)-1,2,3,4-tetrahydro-1-methyl-2,4-dioxoquinazoline). Run in CN(C)C=O (DMF), CN(C)C=O (DMF). Run at temperature 60 celsius, time 1 hour. The product is C(C)(C)(C)OC(C(CCCCN1C(N(C2=CC=CC=C2C1=O)C)=O)N=C(C1=CC=CC=C1)C1=CC=CC=C1)=O (2-(benzhydrylideneamino)-6-(1,2,3,4-tetrahydro-1-methyl-2,4-dioxoquinazolin-3-yl)hexanoic acid t-butyl ester). Yield: 93.0%. RXN SMILES: [C:1]([O:5][C:6](=[O:22])[CH2:7][N:8]=[C:9]([C:16]1[CH:21]=[CH:20][CH:19]=[CH:18][CH:17]=1)[C:10]1[CH:15]=[CH:14][CH:13]=[CH:12][CH:11]=1)([CH3:4])([CH3:3])[CH3:2].[H-].[Na+].I[CH2:26][CH2:27][CH2:28][CH2:29][N:30]1[C:39](=[O:40])[C:38]2[C:33](=[CH:34][CH:35]=[CH:36][CH:37]=2)[N:32]([CH3:41])[C:31]1=[O:42]>CN(C=O)C>[C:1]([O:5][C:6](=[O:22])[CH:7]([N:8]=[C:9]([C:10]1[CH:11]=[CH:12][CH:13]=[CH:14][CH:15]=1)[C:16]1[CH:17]=[CH:18][CH:19]=[CH:20][CH:21]=1)[CH2:26][CH2:27][CH2:28][CH2:29][N:30]1[C:39](=[O:40])[C:38]2[C:33](=[CH:34][CH:35]=[CH:36][CH:37]=2)[N:32]([CH3:41])[C:31]1=[O:42])([CH3:4])([CH3:2])[CH3:3] |f:1.2|. Reported procedure: A solution of N-(diphenylmethylene)glycine t-butyl ester (1.30 g, 4.40 mmol) in 10 mL of DMF is treated with sodium hydride (60% in mineral oil, 0.250 g, 6.25 mmol) at 25° to give a red orange solution. After 1 h, the temperature is raised to 60° C. and a solution of the title B compound, 3-(4-iodobutyl)-1,2,3,4-tetrahydro-1-methyl-2,4-dioxoquinazoline (1.58 g, 4.41 mmol) in 10 mL of DMF is added dropwise over 10 min. After stirring for 5 h at 60° C. and 58 h at 25° C. the solvent is evaporated ... Starting materials: ClC=1C=C2C(=NC1)N(C=C2B2OC(C(O2)(C)C)(C)C)S(=O)(=O)C2=CC=C(C=C2)C (5-chloro-1-(p-tolylsulfonyl)-3-(4,4,5,5-tetramethyl-1,3,2-dioxaborolan-2-yl)pyrrolo[2,3-b]pyridine), C([O-])([O-])=O.[Na+].[Na+] (sodium carbonate), C(C)#N (acetonitrile), ClC1=NC=C(C(=N1)N[C@@H]1[C@H]([C@@H](CCC1)OC)O)F ((1R,2S,6R)-2-(2-chloro-5-fluoropyrimidin-4-ylamino)-6-methoxy-cyclohexanol), ClC1=NC=C(C(=N1)N[C@@H]1[C@H]([C@@H](CCC1)OC)O)F ((1R,2S,6R)-2-(2-chloro-5-fluoropyrimidin-4-ylamino)-6-methoxy-cyclohexanol). Reagents/catalysts: [Pd] (palladium). Solvent: C(C)(=O)OCC (ethyl acetate). Reaction conditions: temperature 120 celsius. Product: ClC=1C=C2C(=NC1)N(C=C2C2=NC=C(C(=N2)N[C@@H]2[C@H]([C@@H](CCC2)OC)O)F)S(=O)(=O)C2=CC=C(C)C=C2 ((1R,2S,6R)-2-(2-(5-chloro-1-tosyl-1H-pyrrolo[2,3-b]pyridin-3-yl)-5-fluoropyrimidin-4-ylamino)-6-methoxycyclohexanol). Reaction SMILES: [Cl:1][C:2]1[CH:3]=[C:4]2[C:10](B3OC(C)(C)C(C)(C)O3)=[CH:9][N:8]([S:20]([C:23]3[CH:28]=[CH:27][C:26]([CH3:29])=[CH:25][CH:24]=3)(=[O:22])=[O:21])[C:5]2=[N:6][CH:7]=1.C(#N)C.Cl[C:34]1[N:39]=[C:38]([NH:40][C@H:41]2[CH2:46][CH2:45][CH2:44][C@@H:43]([O:47][CH3:48])[C@@H:42]2[OH:49])[C:37]([F:50])=[CH:36][N:35]=1.C(=O)([O-])[O-].[Na+].[Na+]>[Pd].C(OCC)(=O)C>[Cl:1][C:2]1[CH:3]=[C:4]2[C:10]([C:34]3[N:39]=[C:38]([NH:40][C@H:41]4[CH2:46][CH2:45][CH2:44][C@@H:43]([O:47][CH3:48])[C@@H:42]4[OH:49])[C:37]([F:50])=[CH:36][N:35]=3)=[CH:9][N:8]([S:20]([C:23]3[CH:24]=[CH:25][C:26]([CH3:29])=[CH:27][CH:28]=3)(=[O:21])=[O:22])[C:5]2=[N:6][CH:7]=1 |f:3.4.5|. Reported procedure: In a microwave tube was placed 5-chloro-1-(p-tolylsulfonyl)-3-(4,4,5,5-tetramethyl-1,3,2-dioxaborolan-2-yl)pyrrolo[2,3-b]pyridine (0.10 g, 0.23 mmol). To this was added acetonitrile (0.61 mL) and the solution was deoxygenated with nitrogen. To the reaction was added (1R,2S,6R)-2-(2-chloro-5-fluoropyrimidin-4-ylamino)-6-methoxy-cyclohexanol, 51j, (0.04 g, 0.14 mmol) and palladium catalyst (24 mg), and then aqueous sodium carbonate (0.21 mL of 2 M solution, 0.41 mmol). The reaction was sealed and ... Reactants: C(=O)(O)C1=CC=C(C=C1)C=1C=C2C=CC=NC2=C(N1)Br (6-(4-carboxyphenyl)-8-bromo-1,7-naphthyridine), N=1ON=C2C1C=CC=C2B(O)O (4-benzo[c]furazanyl boronic acid), C1(=C(C=CC=C1)P(C1=C(C=CC=C1)C)C1=C(C=CC=C1)C)C (tri-o-tolylphosphine), C(=O)([O-])[O-].[Na+].[Na+] (Na2CO3). The reagents and catalysts are [Pd].C(C1=CC=CC=C1)=CC(=O)C=CC1=CC=CC=C1.C(C1=CC=CC=C1)=CC(=O)C=CC1=CC=CC=C1 (bis(dibenzylidenacetone) palladium). Solvent: CN(C)C=O (DMF). Run at time 2 hour. The product is C(=O)(O)C1=CC=C(C=C1)C=1C=C2C=CC=NC2=C(N1)C1=CC=CC2=NON=C21 (6-(4-carboxyphenyl)-8-(4-benzo[c]furazanyl)-1,7-napthyridine). The yield is 60.7%. RXN SMILES: [C:1]([C:4]1[CH:9]=[CH:8][C:7]([C:10]2[CH:11]=[C:12]3[C:17](=[C:18](Br)[N:19]=2)[N:16]=[CH:15][CH:14]=[CH:13]3)=[CH:6][CH:5]=1)([OH:3])=[O:2].[N:21]1[O:22][N:23]=[C:24]2[C:29](B(O)O)=[CH:28][CH:27]=[CH:26][C:25]=12.C1(C)C=CC=CC=1P(C1C=CC=CC=1C)C1C=CC=CC=1C.C([O-])([O-])=O.[Na+].[Na+]>CN(C=O)C.[Pd].C(=CC(C=CC1C=CC=CC=1)=O)C1C=CC=CC=1.C(=CC(C=CC1C=CC=CC=1)=O)C1C=CC=CC=1>[C:1]([C:4]1[CH:9]=[CH:8][C:7]([C:10]2[CH:11]=[C:12]3[C:17](=[C:18]([C:29]4[C:24]5[C:25](=[N:21][O:22][N:23]=5)[CH:26]=[CH:27][CH:28]=4)[N:19]=2)[N:16]=[CH:15][CH:14]=[CH:13]3)=[CH:6][CH:5]=1)([OH:3])=[O:2] |f:3.4.5,7.8.9|. Reported procedure: To a solution of 6-(4-carboxyphenyl)-8-bromo-1,7-naphthyridine (100 mg, 0.304 mmol) in DMF (2.5 ml) is added 4-benzo[c]furazanyl boronic acid (60 mg, 0.36 mmol), bis(dibenzylidenacetone) palladium (7 mg, 0.0122 mmol), tri-o-tolylphosphine (7.4 mg, 0.024 mmol) and aqueous Na2CO3 (0.9 ml, 2N). The reaction mixture is stirred at 80° for 2 h. The hot solution is filtred through cellit and the solution evaporated to dryness. The residue is stirred in ethyl acetate (20 ml), the suspension is filtered ... Reactants: NC=1C=C2CCC(C2=CC1)=O (5-Amino-indan-1-one), N1=CC=CC=C1 (pyridine), C(C)(=O)OCC(=O)Cl (acetoxy acetyl chloride). Solvent: C(Cl)Cl (DCM), C(Cl)Cl (DCM). Conditions: temperature 0 celsius, time 15 minute. The product is O=C1CCC2=CC(=CC=C12)NC(=O)COC(C)=O (Acetic acid (1-oxo-indan-5-ylcarbamoyl)-methyl ester). Yield: 81.0%. RXN SMILES: [NH2:1][C:2]1[CH:3]=[C:4]2[C:8](=[CH:9][CH:10]=1)[C:7](=[O:11])[CH2:6][CH2:5]2.N1C=CC=CC=1.[C:18]([O:21][CH2:22][C:23](Cl)=[O:24])(=[O:20])[CH3:19]>C(Cl)Cl>[O:11]=[C:7]1[C:8]2[C:4](=[CH:3][C:2]([NH:1][C:23]([CH2:22][O:21][C:18](=[O:20])[CH3:19])=[O:24])=[CH:10][CH:9]=2)[CH2:5][CH2:6]1. Reported procedure: To a solution of 5-Amino-indan-1-one (commercially available, 100 mg, 0.679 mmol, 1 eq.) in DCM (5 mL) is added pyridine (0.066 mL, 0.815 mmol, 1.2 eq.). The resulting solution is cooled to 0° C. followed by the addition of acetoxy acetyl chloride (0.073 mL, 0.679 mmol, 1 eq.). After stirring at 0° C. for 15 min., the reaction is warmed to 25° C. and stirred for 12 h. The reaction is diluted with DCM and sequentially washed with 1 N HCl (aq) and saturated aqueous NaHCO3. The resulting organic so... Reactants: COc1ccc(-c2ccc(OCc3cc(C(=O)O)oc3C)cc2)cc1, CCN=C=NCCCN(C)C, CN(C)c1ccncc1, ClCCl, Cl, NS(=O)(=O)c1ccccc1. Yields the product COc1ccc(-c2ccc(OCc3cc(C(=O)NS(=O)(=O)c4ccccc4)oc3C)cc2)cc1. RXN SMILES: [CH3:1][O:2][c:3]1[cH:4][cH:5][c:6](-[c:9]2[cH:10][cH:11][c:12]([O:15][CH2:16][c:17]3[cH:18][c:19]([C:23](=[O:24])[OH:25])[o:20][c:21]3[CH3:22])[cH:13][cH:14]2)[cH:7][cH:8]1.[CH3:27][N:28]([CH3:29])[CH2:30][CH2:31][CH2:32][N:33]=[C:34]=[N:35][CH2:36][CH3:37].[CH3:51][N:52]([c:53]1[cH:54][cH:55][n:56][cH:57][cH:58]1)[CH3:59].[Cl:48][CH2:49][Cl:50].[ClH:26].[c:38]1([S:44](=[O:45])(=[O:46])[NH2:47])[cH:39][cH:40][cH:41][cH:42][cH:43]1>>[CH3:1][O:2][c:3]1[cH:4][cH:5][c:6](-[c:9]2[cH:10][cH:11][c:12]([O:15][CH2:16][c:17]3[cH:18][c:19]([C:23](=[O:24])[NH:47][S:44]([c:38]4[cH:39][cH:40][cH:41][cH:42][cH:43]4)(=[O:45])=[O:46])[o:20][c:21]3[CH3:22])[cH:13][cH:14]2)[cH:7][cH:8]1. The reactants are C(CN)N (ethylenediamine), FeCl3, [Na] (sodium), [Na] (sodium), [H][H] (hydrogen), CC1=CCC(CC1)C(=C)C (α-limonene). The solvent is O (water). Run at temperature 50 celsius. Product: C1(=CC=C(C=C1)C)C(C)C (para-cymene). Isolated yield 99.0%. As a reaction SMILES: C(N)CN.[Na].[H][H].[CH3:8][C:9]1[CH2:14][CH2:13][CH:12]([C:15]([CH3:17])=[CH2:16])[CH2:11][CH:10]=1>O>[C:12]1([CH:15]([CH3:17])[CH3:16])[CH:13]=[CH:14][C:9]([CH3:8])=[CH:10][CH:11]=1 |^1:4|. Reported procedure: To mixture of ethylenediamine (525 mmol, 31.6 g, 35.2 ml), anhydrous FeCl3 (0,964 mmol, 0.16 g) and sodium (145 mmol, 3.34 g) was heated to about 50° C. under N2. After sodium dissolution had started, as evidenced by hydrogen evolution and formation of a dark solution, α-limonene (742 mmol, 101 g, 120 ml), certified as derived from biomass (obtained from Sigma-Aldrich (St. Louis, Mo.), was added dropwise into the mixture and the mixture heated to 100° C. The mixture was heated at 100° C. for 8 h... The reactants are CN(C)C(=N)N(C)C, COC(=O)P(=O)(OC)OC, C1CCOC1. Yields the product COP(=O)(OC)C(=O)N=C(N(C)C)N(C)C. RXN SMILES: [CH3:11][N:12]([C:13](=[NH:14])[N:15]([CH3:16])[CH3:17])[CH3:18].[CH3:1][O:2][C:3](=[O:4])[P:5]([O:6][CH3:7])([O:8][CH3:9])=[O:10].[O:19]1[CH2:20][CH2:21][CH2:22][CH2:23]1>>[O:2]=[C:3]([P:5]([O:6][CH3:7])([O:8][CH3:9])=[O:10])[N:14]=[C:13]([N:12]([CH3:11])[CH3:18])[N:15]([CH3:16])[CH3:17].